From a dataset of the Open Reaction Database (ORD), a public repository of structured organic reaction records. describe an organic reaction: reactants, conditions, products, and yield Starting materials: COC(C1=CC=C(C=C1)OC(C)C)=O (4-Isopropoxy-benzoic acid methyl ester), [H-].[Na+] (NaH), Cl (HCl), CC#N (CH3CN). Run in C1(=CC=CC=C1)C (toluene). Run at temperature 80 celsius. Product: C(C)(C)OC1=CC=C(C=C1)C(CC#N)=O (3-(4-Isopropoxy-phenyl)-3-oxo-propionitrile). As a reaction SMILES: CO[C:3](=[O:14])[C:4]1[CH:9]=[CH:8][C:7]([O:10][CH:11]([CH3:13])[CH3:12])=[CH:6][CH:5]=1.[H-].[Na+].[CH3:17][C:18]#[N:19].Cl>C1(C)C=CC=CC=1>[CH:11]([O:10][C:7]1[CH:6]=[CH:5][C:4]([C:3](=[O:14])[CH2:17][C:18]#[N:19])=[CH:9][CH:8]=1)([CH3:12])[CH3:13] |f:1.2|. Procedure: To a solution of 4-Isopropoxy-benzoic acid methyl ester (2.2 g, 11.2 mmol, 1.0 eq) in dry toluene (15 mL) under N2, NaH (50-60% dispersion in mineral oil, 1.1 g, 22.4 mmol, 2.0 eq) was added. The mixture was heated at 80° C. and then dry CH3CN was added dropwise (2.8 mL, 56.0 mmol, 5.0 eq). The reaction was heated for 18 hours, then was allowed to cool down to room temperature and acidified with HCl 2N. The organic phase was recovered and 2.0 g of crude were obtained and it was used for cyclizat... Starting materials: C(C)(C)(C)OC(=O)N1CCC(CC1)O (N-tert-butoxycarbonyl-4-hydroxypiperidine), C1(=CC=CC=C1)O (phenol), C1(=CC=CC=C1)P(C1=CC=CC=C1)C1=CC=CC=C1 (triphenylphosphine), CCOC(=O)/N=N/C(=O)OCC (diethylazodicarboxylate). Solvent: C1CCOC1 (THF). Reaction conditions: time 2 day. The product is C(C)(C)(C)OC(=O)N1CCC(CC1)OC1=CC=CC=C1 (4-Phenoxy-piperidine-1-carboxylic acid tert-butyl ester). Isolated yield 66.0%. Reaction SMILES: [C:1]([O:5][C:6]([N:8]1[CH2:13][CH2:12][CH:11]([OH:14])[CH2:10][CH2:9]1)=[O:7])([CH3:4])([CH3:3])[CH3:2].[C:15]1(O)[CH:20]=[CH:19][CH:18]=[CH:17][CH:16]=1.C1(P(C2C=CC=CC=2)C2C=CC=CC=2)C=CC=CC=1.CCOC(/N=N/C(OCC)=O)=O>C1COCC1>[C:1]([O:5][C:6]([N:8]1[CH2:13][CH2:12][CH:11]([O:14][C:15]2[CH:20]=[CH:19][CH:18]=[CH:17][CH:16]=2)[CH2:10][CH2:9]1)=[O:7])([CH3:4])([CH3:2])[CH3:3]. Reported procedure: To a solution of 403 mg (2.0 mmol) of N-tert-butoxycarbonyl-4-hydroxypiperidine, 188 mg (2.0 mmol) of phenol, and 525 mg (2.0 mmol) of triphenylphosphine in 50 mL of THF was added 0.315 mL of diethylazodicarboxylate. The resulting solution was stirred at room temperature for 2 days. Concentration in vacuo and purification via silica gel chromatography (10:1 hexane-EtOAc) provided 366 mg of the title compound as a colorless oil. Starting materials: ice water, C(C)(C)(C)C=1C=C(C=O)C=C(C1O)C(C)(C)C (3,5-di-tert-butyl-4-hydroxybenzaldehyde), COC=1C=CC(=CC1OC2CCCC2)/C=C\3/C(=O)NC(=N)S3 (pseudothiohydantoin), C(C)(=O)[O-].[Na+] (sodium acetate). Solvent: C(C)(=O)O (acetic acid). Yields the product CC(C)(C)C=1C=C(C=C(C1O)C(C)(C)C)C=C1C(NC(S1)=N)=O (5-[[3,5-Bis(1,1-dimethylethyl)-4-hydroxyphenyl]methylene]-2-imino-4-thiazolidinone). The yield is 70.7%. As a reaction SMILES: [C:1]([C:5]1[CH:6]=[C:7]([CH:10]=[C:11]([C:14]([CH3:17])([CH3:16])[CH3:15])[C:12]=1[OH:13])C=O)([CH3:4])([CH3:3])[CH3:2].COC1C=CC(/[CH:32]=[C:33]2/[C:34]([NH:36][C:37]([S:39]/2)=[NH:38])=[O:35])=CC=1OC1CCCC1.C([O-])(=O)C.[Na+]>C(O)(=O)C>[CH3:3][C:1]([C:5]1[CH:6]=[C:7]([CH:32]=[C:33]2[S:39][C:37](=[NH:38])[NH:36][C:34]2=[O:35])[CH:10]=[C:11]([C:14]([CH3:17])([CH3:16])[CH3:15])[C:12]=1[OH:13])([CH3:2])[CH3:4] |f:2.3|. Reported procedure: A mixture of 3,5-di-tert-butyl-4-hydroxybenzaldehyde (9.4 g, 0.04 mole), pseudothiohydantoin (4.7 g, 0.0405 mole), sodium acetate (8.3 g, 0.1 mole), and glacial acetic acid (200 mL) is stirred and heated at reflux for 21 hours. The cooled mixture is added to ice-water and the precipitated solid is filtered and washed with water. The solid residue is dissolved in ether and washed successively with water, aqueous sodium bicarbonate solution, and water. The extract is dried and the solvent is remov... Reactants: FC(C=1C=C(OC2CNC2)C=CC1)(F)F (3-(3-trifluoromethylphenoxy)azetidine), C1(=CC=CC=C1)CC1=CC=CC=C1 (diphenylmethane). Run in CO (methanol). The product is C1(=CC=CC=C1)C(N1CC(C1)OC1=CC(=CC=C1)C(F)(F)F)C1=CC=CC=C1 (1-diphenylmethyl-3-(3-trifluoromethylphenoxy)azetidine). RXN SMILES: [F:1][C:2]([F:15])([F:14])[C:3]1[CH:4]=[C:5]([CH:11]=[CH:12][CH:13]=1)[O:6][CH:7]1[CH2:10][NH:9][CH2:8]1.[C:16]1([CH2:22][C:23]2[CH:28]=[CH:27][CH:26]=[CH:25][CH:24]=2)[CH:21]=[CH:20][CH:19]=[CH:18][CH:17]=1>CO>[C:16]1([CH:22]([C:23]2[CH:24]=[CH:25][CH:26]=[CH:27][CH:28]=2)[N:9]2[CH2:10][CH:7]([O:6][C:5]3[CH:11]=[CH:12][CH:13]=[C:3]([C:2]([F:1])([F:14])[F:15])[CH:4]=3)[CH2:8]2)[CH:21]=[CH:20][CH:19]=[CH:18][CH:17]=1. Procedure details: A 30 gallon glass-lined reactor was charged with a solution containing equal parts of 3-(3-trifluoromethylphenoxy)azetidine and diphenylmethane in methanol as obtained from the catalytic hydrogenolysis of 78.32 moles of 1-diphenylmethyl-3-(3-trifluoromethylphenoxy)azetidine. The methanol was distilled off at a pressure of 150 mm Hg until the reactor temperature reached 65° C. The reactor was flushed with nitrogen and charged with 117.4 moles of urea. Heating was continued to approximately 135° C... Starting materials: O=C1CCC(=O)N1Br, ClC(Cl)(Cl)Cl, Cc1cc(-c2ncc(C(F)(F)F)cc2Cl)n2ncnc2n1, CC(C)(C#N)N=NC(C)(C)C#N, O. Product: FC(F)(F)c1cnc(-c2cc(CBr)nc3ncnn23)c(Cl)c1. As a reaction SMILES: [Br:1][N:2]1[C:3](=[O:4])[CH2:5][CH2:6][C:7]1=[O:8].[C:43]([Cl:44])([Cl:45])([Cl:46])[Cl:47].[Cl:21][c:22]1[c:23](-[c:32]2[cH:33][c:34]([CH3:41])[n:35][c:36]3[n:37]2[n:38][cH:39][n:40]3)[n:24][cH:25][c:26]([C:28]([F:29])([F:30])[F:31])[cH:27]1.[N:9]#[C:10][C:11]([N:12]=[N:13][C:14]([C:15]#[N:16])([CH3:17])[CH3:18])([CH3:19])[CH3:20].[OH2:42]>>[Br:1][CH2:41][c:34]1[cH:33][c:32](-[c:23]2[c:22]([Cl:21])[cH:27][c:26]([C:28]([F:29])([F:30])[F:31])[cH:25][n:24]2)[n:37]2[c:36]([n:35]1)[n:40][cH:39][n:38]2. The solvent is C1CCOC1 (THF). RXN SMILES: [CH3:1][C:2]([CH3:6])=[CH:3][CH2:4][OH:5].[H-].[Na+].[CH2:9]([CH:11]1[O:13][CH2:12]1)Br>C1COCC1>[CH3:1][C:2]([CH3:6])=[CH:3][CH2:4][O:5][CH2:9][CH:11]1[O:13][CH2:12]1 |f:1.2|. Product: CC(=CCOCC1CO1)C (3,3-Dimethylallylglycidyl Ether). Starting materials: CC(=CCO)C (dimethylallyl alcohol), [H-].[Na+] (sodium hydride), C(Br)C1CO1 (Epibromohydrin). Reported procedure: To a solution of dimethylallyl alcohol (17.3 g, 20.5 mL, 0.2 mol) in dry THF (200 mL), sodium hydride (4.8 g, 0.2 mol) was added in portions and the mixture was stirred at room temperature for 1 hour. Epibromohydrin (27.4 g, 17.12 mL, 0.2 mol) was added to this reaction mixture dropwise and the mixture was stirred at room temperature for 24 hours. THF was removed on a rotary evaporator and the residue was taken up in ether and filtered. The ether solution was concentrated on a rotary evaporator ... Reaction conditions: time 1 hour. Reactants: NN1C(C2=CC=CC=C2C(=N1)SC(C)(C)C)=O (2-amino-4-(tert-butylthio)phthalazin-1(2H)-one), ClC1=CC=C(C=C1)CC(=O)Cl (2-(4-chlorophenyl)acetyl chloride). Product: C(C)(C)(C)SC1=NN(C(C2=CC=CC=C12)=O)NC(CC1=CC=C(C=C1)Cl)=O (N-[4-(tert-butylsulfanyl)-1-oxophthalazin-2(1H)-yl]-2-(4-chlorophenyl)acetamide). As a reaction SMILES: [NH2:1][N:2]1[N:11]=[C:10]([S:12][C:13]([CH3:16])([CH3:15])[CH3:14])[C:9]2[C:4](=[CH:5][CH:6]=[CH:7][CH:8]=2)[C:3]1=[O:17].[Cl:18][C:19]1[CH:24]=[CH:23][C:22]([CH2:25][C:26](Cl)=[O:27])=[CH:21][CH:20]=1>>[C:13]([S:12][C:10]1[C:9]2[C:4](=[CH:5][CH:6]=[CH:7][CH:8]=2)[C:3](=[O:17])[N:2]([NH:1][C:26](=[O:27])[CH2:25][C:22]2[CH:23]=[CH:24][C:19]([Cl:18])=[CH:20][CH:21]=2)[N:11]=1)([CH3:14])([CH3:16])[CH3:15]. Procedure: The product from Example 198B and 2-(4-chlorophenyl)acetyl chloride were processed using a method similar to that described in Example 4C to afford the title compound. 1H NMR (500 MHz, DMSO-d6) δ 11.74 (s, 1H), 8.32 (d, J=7.9, 1H), 8.12 (d, J=8.0, 1H), 8.01 (t, J=7.6, 1H), 7.93 (t, J=7.5, 1H), 7.44-7.37 (m, 4H), 3.70 (s, 2H), 1.43 (s, 9H); MS (DCI+) M/Z 419 (M+NH4)+.